Dataset: the Open Reaction Database (ORD), a public repository of structured organic reaction records. Task: describe an organic reaction: reactants, conditions, products, and yield Reactants: COC(=O)C=1C=NC(=C(C1)Br)Cl (5-bromo-6-chloro-3-pyridinecarboxylic acid methyl ester), NC[C@@H]1[C@@H](CCCC1)O (cis-2-aminomethyl-1-cyclohexanol), CN1C(=NC=C1)CO (1-methyl-1H-imidazole-2-methanol), ClC1=CC=C(C=C1)B(O)O ((4-chloro-phenyl)-boronic acid). Product: ClC1=CC=C(C=C1)C=1C(=NC=C(C(=O)NC[C@H]2[C@H](CCCC2)O)C1)OCC=1N(C=CN1)C (racemic cis-5-(4-chloro-phenyl)-N-(2-hydroxy-cyclohexylmethyl)-6-(1-methyl-1H-imidazol-2-ylmethoxy)-nicotinamide). As a reaction SMILES: CO[C:3]([C:5]1[CH:6]=[N:7][C:8](Cl)=[C:9](Br)[CH:10]=1)=[O:4].[CH3:13][N:14]1[CH:18]=[CH:17][N:16]=[C:15]1[CH2:19][OH:20].[Cl:21][C:22]1[CH:27]=[CH:26][C:25](B(O)O)=[CH:24][CH:23]=1.[NH2:31][CH2:32][C@H:33]1[CH2:38][CH2:37][CH2:36][CH2:35][C@H:34]1[OH:39]>>[Cl:21][C:22]1[CH:27]=[CH:26][C:25]([C:9]2[C:8]([O:20][CH2:19][C:15]3[N:14]([CH3:13])[CH:18]=[CH:17][N:16]=3)=[N:7][CH:6]=[C:5]([CH:10]=2)[C:3]([NH:31][CH2:32][C@@H:33]2[CH2:38][CH2:37][CH2:36][CH2:35][C@@H:34]2[OH:39])=[O:4])=[CH:24][CH:23]=1. Reported procedure: The title compound was synthesized in analogy to Example 102, using 5-bromo-6-chloro-3-pyridinecarboxylic acid methyl ester, 1-methyl-1H-imidazole-2-methanol, (4-chloro-phenyl)-boronic acid and cis-2-aminomethyl-1-cyclohexanol as starting materials to yield racemic cis-5-(4-chloro-phenyl)-N-(2-hydroxy-cyclohexylmethyl)-6-(1-methyl-1H-imidazol-2-ylmethoxy)-nicotinamide, MS (ISP) 455.3 (M+H)+. Reactants: OC=1C=CC=C2C=CC=NC12 (8-hydroxyquinoline), BrC1=CC=C2C(=N1)N(C1=C2CN(CC1)C(=O)OC(C)(C)C)C (tert-Butyl 2-bromo-9-methyl-5,7,8,9-tetrahydro-6H-pyrido[3′,4′:4,5]pyrrolo[2,3-b]pyridine-6-carboxylate), FC(C1=CC=C(C=N1)C1=CC(NC=C1)=O)(F)F (4-(6-(trifluoromethyl)pyridin-3-yl)pyridin-2(1H)-one), C(=O)([O-])[O-].[Cs+].[Cs+] (Cs2CO3). The reagents and catalysts are [Cu](I)I (copper iodide). The solvent is CS(=O)C (DMSO). Conditions: temperature 130 celsius, time 30 minute. The product is CN1C2=C(C=3C1=NC(=CC3)N3C(C=C(C=C3)C=3C=NC(=CC3)C(F)(F)F)=O)CN(CC2)C(=O)OC(C)(C)C (tert-Butyl 9-methyl-2-(2-oxo-4-(6-(trifluoromethyl)pyridin-3-yl)pyridin-1(2H)-yl)-5,7,8,9-tetrahydro-6H-pyrido[3′,4′:4,5]pyrrolo[2,3-b]pyridine-6-carboxylate). Isolated yield 70.9%. Reaction SMILES: Br[C:2]1[N:7]=[C:6]2[N:8]([CH3:22])[C:9]3[CH2:14][CH2:13][N:12]([C:15]([O:17][C:18]([CH3:21])([CH3:20])[CH3:19])=[O:16])[CH2:11][C:10]=3[C:5]2=[CH:4][CH:3]=1.[F:23][C:24]([F:39])([F:38])[C:25]1[N:30]=[CH:29][C:28]([C:31]2[CH:36]=[CH:35][NH:34][C:33](=[O:37])[CH:32]=2)=[CH:27][CH:26]=1.C([O-])([O-])=O.[Cs+].[Cs+].OC1C=CC=C2C=1N=CC=C2>CS(C)=O.[Cu](I)I>[CH3:22][N:8]1[C:6]2=[N:7][C:2]([N:34]3[CH:35]=[CH:36][C:31]([C:28]4[CH:29]=[N:30][C:25]([C:24]([F:23])([F:38])[F:39])=[CH:26][CH:27]=4)=[CH:32][C:33]3=[O:37])=[CH:3][CH:4]=[C:5]2[C:10]2[CH2:11][N:12]([C:15]([O:17][C:18]([CH3:21])([CH3:20])[CH3:19])=[O:16])[CH2:13][CH2:14][C:9]1=2 |f:2.3.4|. Procedure details: tert-Butyl 2-bromo-9-methyl-5,7,8,9-tetrahydro-6H-pyrido[3′,4′:4,5]pyrrolo[2,3-b]pyridine-6-carboxylate (0.80 g, 2.2 mmol), 4-(6-(trifluoromethyl)pyridin-3-yl)pyridin-2(1H)-one (0.58 g, 2.4 mmol), and Cs2CO3 (0.78 g, 2.4 mmol) were suspended in DMSO (13 mL), and the air was removed under vacuum for 15 min. The system was flushed with Ar, and 8-hydroxyquinoline (95 mg, 0.65 mmol) and copper iodide (0.54 g, 2.8 mmol) were added to the suspension. The evacuation/Ar flushing process was repeated twi... Product: FC1=NC(=CC=C1C=O)NCC=1C=NC(=CC1)C(F)(F)F (2-fluoro-6-[(6-trifluoromethyl-pyridin-3-ylmethyl)-amino]-pyridine-3-carbaldehyde). Reaction SMILES: [F:1][C:2]1[C:7]([CH2:8][OH:9])=[CH:6][CH:5]=[C:4]([NH:10][CH2:11][C:12]2[CH:13]=[N:14][C:15]([C:18]([F:21])([F:20])[F:19])=[CH:16][CH:17]=2)[N:3]=1.CC(OI1(OC(C)=O)(OC(C)=O)OC(=O)C2C=CC=CC1=2)=O.S([O-])([O-])(=O)=S.[Na+].[Na+].C(=O)([O-])[O-].[K+].[K+]>ClCCl>[F:1][C:2]1[C:7]([CH:8]=[O:9])=[CH:6][CH:5]=[C:4]([NH:10][CH2:11][C:12]2[CH:13]=[N:14][C:15]([C:18]([F:21])([F:19])[F:20])=[CH:16][CH:17]=2)[N:3]=1 |f:2.3.4,5.6.7|. Yield: 23.5%. The solvent is ClCCl (dichloromethane). Starting materials: FC1=NC(=CC=C1CO)NCC=1C=NC(=CC1)C(F)(F)F (2-fluoro-6-[(6-trifluoromethyl-pyridin-3-ylmethyl)-amino]-pyridin-3-yl-methanol), CC(=O)OI1(C=2C=CC=CC2C(=O)O1)(OC(=O)C)OC(=O)C (Dess-Martin periodinane), S(=S)(=O)([O-])[O-].[Na+].[Na+] (sodium thiosulfate), C([O-])([O-])=O.[K+].[K+] (potassium carbonate). Run at time 10 minute. Reported procedure: To 2-fluoro-6-[(6-trifluoromethyl-pyridin-3-ylmethyl)-amino]-pyridin-3-yl-methanol (563, 1.20 g, 3.98 mmol) in dichloromethane (40.0 mL) was added Dess-Martin periodinane (1.86 g, 4.38 mmol). The reaction was stirred at room temperature for 10 minutes, then poured into aqueous sodium thiosulfate and potassium carbonate, and extracted with ethyl acetate. The organic layer was dried over anhydrous sodium sulfate and filtered. The filtrate was concentrated and purified by silica gel column chromato... Starting materials: C1=CC=CC=2SC3=C(C(=C(C21)CCO)CCO)C=CC=C3 (dibenzo[b,f]thiepine-10,11-diethanol), CS(=O)(=O)Cl (methanesulphonyl chloride). Run in N1=CC=CC=C1 (pyridine). Reaction conditions: temperature 0 celsius, time 30 minute. The product is CS(=O)(=O)OCCC1=C(C2=C(SC3=C1C=CC=C3)C=CC=C2)CCOS(=O)(=O)C (10,11-bis-[2-(methylsulphonyloxy)-ethyl]-dibenzo[b,f]thiepine). As a reaction SMILES: [CH:1]1[C:11]2[C:10]([CH2:12][CH2:13][OH:14])=[C:9]([CH2:15][CH2:16][OH:17])[C:8]3[CH:18]=[CH:19][CH:20]=[CH:21][C:7]=3[S:6][C:5]=2[CH:4]=[CH:3][CH:2]=1.[CH3:22][S:23](Cl)(=[O:25])=[O:24]>N1C=CC=CC=1>[CH3:22][S:23]([O:14][CH2:13][CH2:12][C:10]1[C:11]2[CH:1]=[CH:2][CH:3]=[CH:4][C:5]=2[S:6][C:7]2[CH:21]=[CH:20][CH:19]=[CH:18][C:8]=2[C:9]=1[CH2:15][CH2:16][O:17][S:23]([CH3:22])(=[O:25])=[O:24])(=[O:25])=[O:24]. Reported procedure: 15 g (0.05 mole) of dibenzo[b,f]thiepine-10,11-diethanol are dissolved at room temperature in 60 ml of pyridine and the solution is treated dropwise in an ice-sodium chloride bath, at a reaction temperature of -5° C., with 8.4 ml (12.6 g, 0.11 mole) of methanesulphonyl chloride. The reaction mixture is subsequently stirred for 30 minutes at 0° C. and then for 1 hour at 15°-25° C. Together with 500 ml of methylene chloride the reaction mixture is then extracted in a separating funnel in successio... Reactants: C(C)OC(CO[C@@H]1[C@]2(C)[C@@H](CC1)[C@@H]1CC=C3NC(CC[C@]3(C)[C@H]1CC2)=O)=O (4-azaandrost-5-en-3-on-17β-yloxyacetic acid ethyl ester). Reagents/catalysts: [Pt]=O (platinum oxide). Solvent: C(C)(=O)O (acetic acid). Product: C[C@@]12[C@H](CC[C@H]1[C@@H]1CC[C@H]3N=CCC[C@]3(C)[C@H]1CC2)OCC(=O)OCC (ethyl 5α-4-azaandrostan-3-en-17β-yloxyacetate). Reaction SMILES: [CH2:1]([O:3][C:4](=[O:27])[CH2:5][O:6][C@H:7]1[CH2:12][CH2:11][C@H:10]2[C@H:13]3[C@H:23]([CH2:24][CH2:25][C@:8]12[CH3:9])[C@:21]1([CH3:22])[C:16]([NH:17][C:18](=O)[CH2:19][CH2:20]1)=[CH:15][CH2:14]3)[CH3:2]>C(O)(=O)C.[Pt]=O>[CH3:9][C@:8]12[CH2:25][CH2:24][C@H:23]3[C@@H:13]([CH2:14][CH2:15][C@@H:16]4[C@:21]3([CH3:22])[CH2:20][CH2:19][CH:18]=[N:17]4)[C@@H:10]1[CH2:11][CH2:12][C@@H:7]2[O:6][CH2:5][C:4]([O:3][CH2:1][CH3:2])=[O:27]. Reported procedure: The product of Step D, above, and platinum oxide (35 mg) in glacial acetic acid (2 ml) was hydrogenated at 40 psi for 22.5 hours. The mixture was filtered through a pad,of celite. The filtrate was concentrated and the residue purified via preparative TLC using one silica gel plate (1000μ) developed with EtOAc to give the title product (Rf =0.22; mp 170°-172° C.).